This data is from the Open Reaction Database (ORD), a public repository of structured organic reaction records. The task is: describe an organic reaction: reactants, conditions, products, and yield Starting materials: CC1(OB(OC1(C)C)C=1N=CSC1)C (4-(4,4,5,5-tetramethyl-1,3,2-dioxaborolan-2-yl)thiazole), C(=O)([O-])[O-].[Na+].[Na+] (Na2CO3), BrC=1C=C(C=2NC3=CC(=CC=C3C2C1)C(=O)N1CCOCC1)C(=O)N (3-Bromo-7-(morpholine-4-carbonyl)-9H-carbazole-1-carboxamide), CO (MeOH), CC1(OB(OC1(C)C)C=1N=CSC1)C (4-(4,4,5,5-tetramethyl-1,3,2-dioxaborolan-2-yl)thiazole), C(=O)([O-])[O-].[Na+].[Na+] (Na2CO3). The reagents and catalysts are C=1C=CC(=CC1)[P](C=2C=CC=CC2)(C=3C=CC=CC3)[Pd]([P](C=4C=CC=CC4)(C=5C=CC=CC5)C=6C=CC=CC6)([P](C=7C=CC=CC7)(C=8C=CC=CC8)C=9C=CC=CC9)[P](C=1C=CC=CC1)(C=1C=CC=CC1)C=1C=CC=CC1 (Pd(Ph3P)4), C=1C=CC(=CC1)[P](C=2C=CC=CC2)(C=3C=CC=CC3)[Pd]([P](C=4C=CC=CC4)(C=5C=CC=CC5)C=6C=CC=CC6)([P](C=7C=CC=CC7)(C=8C=CC=CC8)C=9C=CC=CC9)[P](C=1C=CC=CC1)(C=1C=CC=CC1)C=1C=CC=CC1 (Pd(Ph3P)4). The solvent is C1(=CC=CC=C1)C (Toluene). Run at temperature 105 celsius. Product: N1(CCOCC1)C(=O)C1=CC=C2C=3C=C(C=C(C3NC2=C1)C(=O)N)C=1N=CSC1 (7-(morpholine-4-carbonyl)-3-(thiazol-4-yl)-9H-carbazole-1-carboxamide). Isolated yield 42.6%. As a reaction SMILES: Br[C:2]1[CH:3]=[C:4]([C:23]([NH2:25])=[O:24])[C:5]2[NH:6][C:7]3[C:12]([C:13]=2[CH:14]=1)=[CH:11][CH:10]=[C:9]([C:15]([N:17]1[CH2:22][CH2:21][O:20][CH2:19][CH2:18]1)=[O:16])[CH:8]=3.CC1(C)C(C)(C)OB([C:34]2[N:35]=[CH:36][S:37][CH:38]=2)O1.C([O-])([O-])=O.[Na+].[Na+].CO>C1C=CC([P]([Pd]([P](C2C=CC=CC=2)(C2C=CC=CC=2)C2C=CC=CC=2)([P](C2C=CC=CC=2)(C2C=CC=CC=2)C2C=CC=CC=2)[P](C2C=CC=CC=2)(C2C=CC=CC=2)C2C=CC=CC=2)(C2C=CC=CC=2)C2C=CC=CC=2)=CC=1.C1(C)C=CC=CC=1>[N:17]1([C:15]([C:9]2[CH:8]=[C:7]3[C:12]([C:13]4[CH:14]=[C:2]([C:34]5[N:35]=[CH:36][S:37][CH:38]=5)[CH:3]=[C:4]([C:23]([NH2:25])=[O:24])[C:5]=4[NH:6]3)=[CH:11][CH:10]=2)=[O:16])[CH2:22][CH2:21][O:20][CH2:19][CH2:18]1 |f:2.3.4,^1:51,53,72,91|. Procedure details: 3-Bromo-7-(morpholine-4-carbonyl)-9H-carbazole-1-carboxamide (50 mg, 0.112 mmol, Example 144A), Pd(Ph3P)4 (7 mg, 6.06 nmol), 4-(4,4,5,5-tetramethyl-1,3,2-dioxaborolan-2-yl)thiazole (37 mg, 0.175 mmol), aqueous Na2CO3 (0.15 mL, 0.300 mmol), MeOH (1 mL) and Toluene (2 mL) were combined in a 5 ml microwave vial. The vial was sealed, flushed with nitrogen and heated to 105° C. for 4 hours in an oil bath. Additional Pd(Ph3P)4 (20 mg, 15 nmol), 4-(4,4,5,5-tetramethyl-1,3,2-dioxaborolan-2-yl)thiazole (... Conditions: time 3 hour. The product is NC1=C2NC(N(C2=NC(=N1)OCC(CCC)(C)C)CC1CCOCC1)=O (6-Amino-2-[(2,2-dimethylpentyl)oxy]-9-(tetrahydro-2H-pyran-4-ylmethyl)-7,9-dihydro-8H-purin-8-one). Reaction SMILES: [CH3:1][C:2]([CH3:27])([CH2:24][CH2:25][CH3:26])[CH2:3][O:4][C:5]1[N:13]=[C:12]2[C:8]([N:9]=[C:10]([O:21]C)[N:11]2[CH2:14][CH:15]2[CH2:20][CH2:19][O:18][CH2:17][CH2:16]2)=[C:7]([NH2:23])[N:6]=1.Cl.[OH-].[Na+]>CO.O1CCOCC1>[NH2:23][C:7]1[N:6]=[C:5]([O:4][CH2:3][C:2]([CH3:1])([CH3:27])[CH2:24][CH2:25][CH3:26])[N:13]=[C:12]2[C:8]=1[NH:9][C:10](=[O:21])[N:11]2[CH2:14][CH:15]1[CH2:16][CH2:17][O:18][CH2:19][CH2:20]1 |f:2.3|. Solvent: CO (MeOH), O1CCOCC1 (1,4-dioxane). The yield is 68.0%. Procedure details: To a solution of 2-[(2,2-dimethylpentyl)oxy]-8-methoxy-9-(tetrahydro-2H-pyran-4-ylmethyl)-9H-purin-6-amine (116 mg) in dry MeOH (14.5 mL) was added 4N HCl in 1,4-dioxane (2.48 mL). The mixture was stirred at room temperature for 3 h. The reaction was neutralised to pH 7 with 2M sodium hydroxide solution and was concentrated in vacuo to give and off-white solid. The solid was triturated with water (30 mL) and was filtered under reduced pressure to give the title compound as an off-white solid (76... The reactants are [OH-].[Na+] (sodium hydroxide), CC(COC1=NC(=C2N=C(N(C2=N1)CC1CCOCC1)OC)N)(CCC)C (2-[(2,2-dimethylpentyl)oxy]-8-methoxy-9-(tetrahydro-2H-pyran-4-ylmethyl)-9H-purin-6-amine), Cl (HCl). Reactants: Cl (HCl), CS(=O)(=O)Cl (methanesulfonyl chloride), CCN(C(C)C)C(C)C (DIEA), C12C(C3CC(CC(C1)C3)C2)NC(=O)N2CCC3(CC2)CNCC2=CC=CC=C23 (N-(2-adamantyl)-2,3-dihydro-1H-spiro[isoquinoline-4,4′-piperidine]-1′-carboxamide). Run in C(Cl)Cl (CH2Cl2), C(Cl)Cl (CH2Cl2). Run at time 5 minute. The product is C12C(C3CC(CC(C1)C3)C2)NC(=O)N2CCC3(CC2)CN(CC2=CC=CC=C23)S(=O)(=O)C (N-(2-adamantyl)-2-(methylsulfonyl)-2,3-dihydro-1H-spiro[isoquinoline-4,4′-piperidine]-1′-carboxamide). Isolated yield 33.0%. As a reaction SMILES: [CH3:1][S:2](Cl)(=[O:4])=[O:3].CCN(C(C)C)C(C)C.[CH:15]12[CH2:24][CH:19]3[CH2:20][CH:21]([CH2:23][CH:17]([CH2:18]3)[CH:16]1[NH:25][C:26]([N:28]1[CH2:33][CH2:32][C:31]3([C:42]4[C:37](=[CH:38][CH:39]=[CH:40][CH:41]=4)[CH2:36][NH:35][CH2:34]3)[CH2:30][CH2:29]1)=[O:27])[CH2:22]2.Cl>C(Cl)Cl>[CH:15]12[CH2:24][CH:19]3[CH2:20][CH:21]([CH2:23][CH:17]([CH2:18]3)[CH:16]1[NH:25][C:26]([N:28]1[CH2:33][CH2:32][C:31]3([C:42]4[C:37](=[CH:38][CH:39]=[CH:40][CH:41]=4)[CH2:36][N:35]([S:2]([CH3:1])(=[O:4])=[O:3])[CH2:34]3)[CH2:30][CH2:29]1)=[O:27])[CH2:22]2. Procedure details: A vial, equipped with a flea stir bar, was charged with methanesulfonyl chloride (4.5 μL, 58 μmol), DIEA (15 μL, 90 μmol) and CH2Cl2 (1 mL). A solution of N-(2-adamantyl)-2,3-dihydro-1H-spiro[isoquinoline-4,4′-piperidine]-1′-carboxamide (25 mg, 53 μmol) in CH2Cl2 (1 mL) was added and the mixture was stirred overnight. A 10-mL Chem-Elut cartridge was wetted with 5% aq HCl (6 mL) and allowed to stand for 5 min. The reaction mixture was applied to the cartridge and eluted with ether (20 mL). The el... Starting materials: ClC1=CC=C(C=C1)C#CC1=CC=C(CN(C=2C=CC(=C(C(=O)O)C2)O)C(C2=CC(=CC=C2)F)=O)C=C1 (5-[{4-[(4-chlorophenyl)ethynyl]benzyl}(3-fluorobenzoyl)amino]-2-hydroxybenzoic acid), CNC[C@H](O)[C@@H](O)[C@H](O)[C@H](O)CO (N-methyl-D-glucamine). Yields the product CNC[C@H](O)[C@@H](O)[C@H](O)[C@H](O)CO.ClC1=CC=C(C=C1)C#CC1=CC=C(CN(C=2C=CC(=C(C(=O)O)C2)O)C(C2=CC(=CC=C2)F)=O)C=C1 (5-[{4-[(4-chlorophenyl)ethynyl]benzyl}(3-fluorobenzoyl)amino]-2-hydroxybenzoic acid N-methyl-D-glucamine). RXN SMILES: [Cl:1][C:2]1[CH:7]=[CH:6][C:5]([C:8]#[C:9][C:10]2[CH:36]=[CH:35][C:13]([CH2:14][N:15]([C:26](=[O:34])[C:27]3[CH:32]=[CH:31][CH:30]=[C:29]([F:33])[CH:28]=3)[C:16]3[CH:17]=[CH:18][C:19]([OH:25])=[C:20]([CH:24]=3)[C:21]([OH:23])=[O:22])=[CH:12][CH:11]=2)=[CH:4][CH:3]=1.[CH3:37][NH:38][CH2:39][C@@H:40]([C@H:42]([C@@H:44]([C@@H:46]([CH2:48][OH:49])[OH:47])[OH:45])[OH:43])[OH:41]>>[CH3:37][NH:38][CH2:39][C@@H:40]([C@H:42]([C@@H:44]([C@@H:46]([CH2:48][OH:49])[OH:47])[OH:45])[OH:43])[OH:41].[Cl:1][C:2]1[CH:3]=[CH:4][C:5]([C:8]#[C:9][C:10]2[CH:11]=[CH:12][C:13]([CH2:14][N:15]([C:26](=[O:34])[C:27]3[CH:32]=[CH:31][CH:30]=[C:29]([F:33])[CH:28]=3)[C:16]3[CH:17]=[CH:18][C:19]([OH:25])=[C:20]([CH:24]=3)[C:21]([OH:23])=[O:22])=[CH:35][CH:36]=2)=[CH:6][CH:7]=1 |f:2.3|. Procedure details: The titled compound was prepared following the procedure D using 5-[{4-[(4-chlorophenyl)ethynyl]benzyl}(3-fluorobenzoyl)amino]-2-hydroxybenzoic acid and N-methyl-D-glucamine as a white powder (37%). M− (ESI): 497.9. HPLC, Rt: 4.93 min (Purity: 99.2%). The reactants are ClC1=NN=C(C2=C1C=C1C=CC=CN21)C (1-chloro-4-methylpyridazino[4,5-b]indolizine), NCCN1CCOCC1 (4-(2-aminoethyl)morpholine). Yields the product N1(CCOCC1)CCNC=1N=NC(=C2C1C=C1C=CC=CN21)C (N-[2-(4-Morpholinyl)ethyl]-4-methylpyridazino[4,5-b]indolizin-1-amine). RXN SMILES: Cl[C:2]1[C:7]2[CH:8]=[C:9]3[N:14]([C:6]=2[C:5]([CH3:15])=[N:4][N:3]=1)[CH:13]=[CH:12][CH:11]=[CH:10]3.[NH2:16][CH2:17][CH2:18][N:19]1[CH2:24][CH2:23][O:22][CH2:21][CH2:20]1>>[N:19]1([CH2:18][CH2:17][NH:16][C:2]2[N:3]=[N:4][C:5]([CH3:15])=[C:6]3[N:14]4[C:9]([CH:10]=[CH:11][CH:12]=[CH:13]4)=[CH:8][C:7]=23)[CH2:24][CH2:23][O:22][CH2:21][CH2:20]1. Procedure: Following the procedure of Example 1, reaction of one equivalent of 1-chloro-4-methylpyridazino[4,5-b]indolizine and 27 equivalents of 4-(2-aminoethyl)morpholine gave the title compound as the free base which was converted to the dihydrochloride salt (MeOH/ethereal HCl/diethyl ether), mp 310° C. (dec).